Dataset: the Open Reaction Database (ORD), a public repository of structured organic reaction records. Task: describe an organic reaction: reactants, conditions, products, and yield Reactants: [N+](=O)([O-])C1=C(C(=CC(=C1)[N+](=O)[O-])[N+](=O)[O-])C1=CC=C(C=C1)C (2′,4′,6′-trinitro-4-methylbiphenyl), stannous chloride, Cl (hydrochloric acid). Yields the product NC1=C(C(=CC(=C1)N)N)C1=CC=C(C=C1)C (2′,4′,6′-triamino-4-methylbiphenyl). Reaction SMILES: [N+:1]([C:4]1[CH:9]=[C:8]([N+:10]([O-])=O)[CH:7]=[C:6]([N+:13]([O-])=O)[C:5]=1[C:16]1[CH:21]=[CH:20][C:19]([CH3:22])=[CH:18][CH:17]=1)([O-])=O.Cl>>[NH2:1][C:4]1[CH:9]=[C:8]([NH2:10])[CH:7]=[C:6]([NH2:13])[C:5]=1[C:16]1[CH:21]=[CH:20][C:19]([CH3:22])=[CH:18][CH:17]=1. Reported procedure: 4-iodotoluene is reacted with picryl chloride in the presence of copper bronze at 215° C. to yield 2′,4′,6′-trinitro-4-methylbiphenyl (1). C 7 ⁢ H 7 ⁢ I + C 6 ⁢ H 2 ⁢ Cl ⁢ N 3 ⁢   ⁢ O 6 ⁢ → Δ Cu ⁢ C 13 ⁢ H 9 ⁢ I 3 ⁢ N 3 ⁢   ⁢ O 6 2′,4′,6′-trinitro-4-methylbiphenyl (1) is reacted with stannous chloride and hydrochloric acid to yield 2′,4′,6′-triamino-4-methylbiphenyl (2). C 13 ⁢ H 9 ⁢ N 3 ⁢   ⁢ O 6 ⁢ → H ⁢   ⁢ Cl Sn ⁢   ⁢ Cl 2 ⁢ C 13 ⁢ H 15 ⁢ N 3 2′,4′,6′-triamino-4-methylbiphenyl (2) is reacted ...